The task is: describe an organic reaction: reactants, conditions, products, and yield. This data is from the Open Reaction Database (ORD), a public repository of structured organic reaction records. The reactants are [H-].[Na+] (Sodium hydride), BrC1=CC=C(C=C1)/C(/C(=O)OCC)=N/O (ethyl Z-2-(4-bromophenyl)-2-hydroxyiminoacetate), ClCC1=CC=C(OCC=2N=C(OC2C)C2=CC=CC=C2)C=C1 (4-(4-chloromethylphenoxymethyl)-5-methyl-2-phenyloxazole), Cl (HCl), C([O-])(O)=O.[Na+] (sodium bicarbonate). The solvent is CN(C=O)C (N,N-dimethylformamide). Reaction conditions: time 1 hour. Yields the product BrC1=CC=C(C=C1)/C(/C(=O)O)=N/OCC1=CC=C(C=C1)OCC=1N=C(OC1C)C1=CC=CC=C1 (Z-2-(4-bromophenyl)-2-[4-(5-methyl-2-phenyl-4-oxazolylmethoxy)benzyloxyimino]acetic acid). The yield is 80.6%. Reaction SMILES: [H-].[Na+].[Br:3][C:4]1[CH:9]=[CH:8][C:7](/[C:10](=[N:16]/[OH:17])/[C:11]([O:13]CC)=[O:12])=[CH:6][CH:5]=1.Cl[CH2:19][C:20]1[CH:39]=[CH:38][C:23]([O:24][CH2:25][C:26]2[N:27]=[C:28]([C:32]3[CH:37]=[CH:36][CH:35]=[CH:34][CH:33]=3)[O:29][C:30]=2[CH3:31])=[CH:22][CH:21]=1.Cl.C(=O)(O)[O-].[Na+]>CN(C)C=O>[Br:3][C:4]1[CH:5]=[CH:6][C:7](/[C:10](=[N:16]/[O:17][CH2:19][C:20]2[CH:21]=[CH:22][C:23]([O:24][CH2:25][C:26]3[N:27]=[C:28]([C:32]4[CH:37]=[CH:36][CH:35]=[CH:34][CH:33]=4)[O:29][C:30]=3[CH3:31])=[CH:38][CH:39]=2)/[C:11]([OH:13])=[O:12])=[CH:8][CH:9]=1 |f:0.1,5.6|. Procedure details: Sodium hydride (60% in oil, 127 mg) was added under a nitrogen atmosphere to a solution of ethyl Z-2-(4-bromophenyl)-2-hydroxyiminoacetate (868 mg) and 4-(4-chloromethylphenoxymethyl)-5-methyl-2-phenyloxazole (100 g) in N,N-dimethylformamide (10 ml) at room temperature and the mixture was stirred for 1 hour. After adding 1N HCl (5 ml), aqueous sodium bicarbonate was added, and then the mixture was extracted with ethyl acetate. The ethyl acetate layer was washed with saturated aqueous sodium chlo... The reactants are CC(C)(C)OC(=O)N1CCNCC1, [BH3-]C#N, CCOC1(O[Si](C)(C)C)CC1, CC(=O)O, CO, CCOCC, [Na+]. Yields the product CC(C)(C)OC(=O)N1CCN(C2CC2)CC1. As a reaction SMILES: [C:1]([CH3:2])([CH3:3])([CH3:4])[O:5][C:6](=[O:7])[N:8]1[CH2:9][CH2:10][NH:11][CH2:12][CH2:13]1.[C:29]([BH3-:30])#[N:31].[CH2:14]([O:15][C:17]1([O:16][Si:20]([CH3:21])([CH3:22])[CH3:23])[CH2:18][CH2:19]1)[CH3:24].[CH3:25][C:26](=[O:27])[OH:28].[CH3:33][OH:34].[CH3:35][CH2:36][O:37][CH2:38][CH3:39].[Na+:32]>>[C:1]([CH3:2])([CH3:3])([CH3:4])[O:5][C:6](=[O:7])[N:8]1[CH2:9][CH2:10][N:11]([CH:17]2[CH2:18][CH2:19]2)[CH2:12][CH2:13]1. Starting materials: CO, COC(=O)c1cc(Cl)ccc1Oc1ccc(F)cc1, Cl, [Na+], C1CCOC1, [OH-]. Yields the product O=C(O)c1cc(Cl)ccc1Oc1ccc(F)cc1. As a reaction SMILES: [CH3:28][OH:29].[Cl:1][c:2]1[cH:3][cH:4][c:5]([O:12][c:13]2[cH:14][cH:15][c:16]([F:19])[cH:17][cH:18]2)[c:6]([C:7](=[O:8])[O:9][CH3:10])[cH:11]1.[ClH:27].[Na+:26].[O:20]1[CH2:21][CH2:22][CH2:23][CH2:24]1.[OH-:25]>>[Cl:1][c:2]1[cH:3][cH:4][c:5]([O:12][c:13]2[cH:14][cH:15][c:16]([F:19])[cH:17][cH:18]2)[c:6]([C:7](=[O:8])[OH:9])[cH:11]1. Starting materials: OC1C=C(C(C1)=O)CCCCCCC(=O)OCC (4-hydroxy-2-(6-carbethoxyhexyl)cyclopent-2-en-1-one), C([O-])(O)=O.[Na+] (sodium bicarbonate), [Cl-].[Na+] (sodium chloride), O1CCCC=C1 (dihydropyran), O.C1(=CC=C(C=C1)S(=O)(=O)O)C (p-toluenesulfonic acid monohydrate). The solvent is C(Cl)Cl (methylene chloride), CO (MeOH), CCOCC (ether). Reaction conditions: time 20 minute. Product: O1C(CCCC1)OC1C=C(C(C1)=O)CCCCCCC(=O)OCC (4-tetrahydropyranyloxy-2-(6-carbethoxyhexyl)cyclopent-2-en-1-one). As a reaction SMILES: [OH:1][CH:2]1[CH2:6][C:5](=[O:7])[C:4]([CH2:8][CH2:9][CH2:10][CH2:11][CH2:12][CH2:13][C:14]([O:16][CH2:17][CH3:18])=[O:15])=[CH:3]1.[O:19]1[CH:24]=[CH:23][CH2:22][CH2:21][CH2:20]1.O.C1(C)C=CC(S(O)(=O)=O)=CC=1.[Cl-].[Na+].C(=O)(O)[O-].[Na+]>CCOCC.CO.C(Cl)Cl>[O:19]1[CH2:24][CH2:23][CH2:22][CH2:21][CH:20]1[O:1][CH:2]1[CH2:6][C:5](=[O:7])[C:4]([CH2:8][CH2:9][CH2:10][CH2:11][CH2:12][CH2:13][C:14]([O:16][CH2:17][CH3:18])=[O:15])=[CH:3]1 |f:2.3,4.5,6.7|. Procedure: To a stirred solution of 674 mg. (2.64 mmoles) of 4-hydroxy-2-(6-carbethoxyhexyl)cyclopent-2-en-1-one (Example 1302) and 2.22 g. (26.4 mmoles) of dihydropyran in 2.6 ml. of methylene chloride is added 5.0 mg. (0.026 moles) of p-toluenesulfonic acid monohydrate. After stirring for 20 minutes at room temperature the solution is diluted with ether and poured into saturated sodium chloride solution containing a little sodium bicarbonate. The organic phase is separated and washed with saturated sodiu... Reactants: C1(=CC=CC2=CC=CC=C12)NC(NN)=S (4-(1-naphthalenyl)-3-thiosemicarbazide), ClC(C(=O)OCC)C(=O)C (ethyl 2-chloroacetoacetate), Cl (hydrogen chloride). The solvent is C(C)O (ethanol). Run at time 1 hour. The product is CC1=C(C(=NN1)NC1=CC=CC2=CC=CC=C12)C(=O)OCC (5-Methyl-3-(1-naphthalenylamino)-1H-pyrazole-4-carboxylic acid, ethyl ester). Yield: 30.4%. RXN SMILES: [C:1]1([NH:11][C:12](=S)[NH:13][NH2:14])[C:10]2[C:5](=[CH:6][CH:7]=[CH:8][CH:9]=2)[CH:4]=[CH:3][CH:2]=1.Cl[CH:17]([C:23]([CH3:25])=O)[C:18]([O:20][CH2:21][CH3:22])=[O:19].Cl>C(O)C>[CH3:25][C:23]1[NH:14][N:13]=[C:12]([NH:11][C:1]2[C:10]3[C:5](=[CH:6][CH:7]=[CH:8][CH:9]=3)[CH:4]=[CH:3][CH:2]=2)[C:17]=1[C:18]([O:20][CH2:21][CH3:22])=[O:19]. Procedure details: A suspension of 15.0 g (0.069 mole) of 4-(1-naphthalenyl)-3-thiosemicarbazide and 11.4 g (0.069 mole) of ethyl 2-chloroacetoacetate in 100 mL of absolute ethanol was stirred at room temperature for 1 hr. Alcoholic hydrogen chloride (2N, 50 mL) was added, the mixture refluxed for 1 hr, filtered while hot and the filtrate evaporated under reduced pressure. The residue was recrystallized twice from 190 ethanol then twice from absolute ethanol to give 6.2 g of product, mp 199°-202° C. The sample was... The reactants are [C-]#N.[K+] (potassium cyanide), ClCC=1C=CC2=C(CC=3C(=NC=CC3)O2)C1 (7-chloromethyl-5H-[1]benzopyrano[2,3-b]-pyridine), CN(C=O)C (dimethylformamide). Solvent: O (water), O (water). Conditions: time 2 hour. Yields the product N1=C2C(=CC=C1)CC1=C(O2)C=CC(=C1)CC#N (5H-[1]-benzopyrano[2,3-b]pyridin-7-yl-acetonitrile). As a reaction SMILES: [C-]#N.[K+].Cl[CH2:5][C:6]1[CH:7]=[CH:8][C:9]2[O:18][C:13]3=[N:14][CH:15]=[CH:16][CH:17]=[C:12]3[CH2:11][C:10]=2[CH:19]=1.[CH3:20][N:21](C)C=O>O>[N:14]1[CH:15]=[CH:16][CH:17]=[C:12]2[CH2:11][C:10]3[CH:19]=[C:6]([CH2:5][C:20]#[N:21])[CH:7]=[CH:8][C:9]=3[O:18][C:13]=12 |f:0.1|. Procedure details: A solution of 7.8 g of potassium cyanide in 20 ml of water is added dropwise to a mixture of 23 g of 7-chloromethyl-5H-[1]benzopyrano[2,3-b]-pyridine and 200 ml of dimethylformamide, and the whole mixture is allowed to stand at 55°-60°C for 2 hours. The reaction mixture is poured into a large amount of water, and the crystalline precipitate is filtered off, washed with water and recrystallized from aqueous dioxane to give 20 g of 5H-[1]-benzopyrano[2,3-b]pyridin-7-yl-acetonitrile melting at 166°... Reaction SMILES: [CH3:29][N:30]([CH3:31])[CH:32]=[O:33].[CH:12]1([O:17][c:18]2[cH:19][c:20]([C:21](=[O:22])[Cl:23])[cH:24][cH:25][c:26]2[S:27][CH3:28])[CH2:13][CH2:14][CH2:15][CH2:16]1.[H-:10].[NH2:1][c:2]1[c:3]([Cl:9])[cH:4][n:5][cH:6][c:7]1[Cl:8].[Na+:11]>>[NH:1]([c:2]1[c:3]([Cl:9])[cH:4][n:5][cH:6][c:7]1[Cl:8])[C:21]([c:20]1[cH:19][c:18]([O:17][CH:12]2[CH2:13][CH2:14][CH2:15][CH2:16]2)[c:26]([S:27][CH3:28])[cH:25][cH:24]1)=[O:22]. Product: CSc1ccc(C(=O)Nc2c(Cl)cncc2Cl)cc1OC1CCCC1. Reactants: CN(C)C=O, CSc1ccc(C(=O)Cl)cc1OC1CCCC1, [H-], Nc1c(Cl)cncc1Cl, [Na+]. Reactants: FC(C1=NC=2C(NC3=C(NC2S1)C=CC=C3)=S)(F)F (2-trifluoromethyl-4,9-dihydro-3-thia-1,4,9-triaza-benzo[f]azulene-10-thione), FC(S(=O)(=O)OC)(F)F (methyl trifluoromethanesulfonate), COCC[C@@H]1NCCNC1 (2-(S)-(2-methoxy-ethyl)-piperazine). The product is COCC[C@H]1CN(CCN1)C1=NC2=C(NC=3SC(=NC13)C(F)(F)F)C=CC=C2 ((S)-10-[3-(2-Methoxy-ethyl)-piperazin-1-yl]-2-trifluoromethyl-4H-3-thia-1,4,9-triaza-benzo[f]azulene). RXN SMILES: [F:1][C:2]([F:19])([F:18])[C:3]1[S:12][C:11]2[NH:10][C:9]3[CH:13]=[CH:14][CH:15]=[CH:16][C:8]=3[NH:7][C:6](=S)[C:5]=2[N:4]=1.FC(F)(F)S(OC)(=O)=O.[CH3:29][O:30][CH2:31][CH2:32][C@H:33]1[CH2:38][NH:37][CH2:36][CH2:35][NH:34]1>>[CH3:29][O:30][CH2:31][CH2:32][C@@H:33]1[NH:34][CH2:35][CH2:36][N:37]([C:6]2[C:5]3[N:4]=[C:3]([C:2]([F:19])([F:18])[F:1])[S:12][C:11]=3[NH:10][C:9]3[CH:13]=[CH:14][CH:15]=[CH:16][C:8]=3[N:7]=2)[CH2:38]1. Procedure details: Using the method of Example 305, using 2-trifluoromethyl-4,9-dihydro-3-thia-1,4,9-triaza-benzo[f]azulene-10-thione and methyl trifluoromethanesulfonate, and 2-(S)-(2-methoxy-ethyl)-piperazine, followed by purification, eluting with a gradient of a 7% solution of 2M ammonia in methanol, in dichloromethane (0-100%), gives the title compound: mass spectrum (APCI, m/e): 412 (M+1); NMR (1H, 300 MHz, DMSO-d6): δ 8.71 (br. s, 1H), 8.60 (s, 1H), 6.93 (m, 3H), 6.71 (m, 1H), 4.07 (br. m, 2H), 3.46-3.29 (m... Reactants: C1(CC1)N1C=C(C(C2=CC=C(C(=C12)OC(F)F)C=1C=C2CN[C@@H](C2=CC1)C)=O)C(=O)O ((R)-1-cyclopropyl-8-difluoromethoxy-7-(1-methyl-2,3-dihydro-1H-5-isoindolyl)-4-oxo-1,4-dihydro-3-quinolinecarboxylic acid). The solvent is C(C)(=O)O (acetic acid). Run at temperature 80 celsius. The product is C(C)(=O)O.C1(CC1)N1C=C(C(C2=CC=C(C(=C12)OC(F)F)C=1C=C2CN[C@@H](C2=CC1)C)=O)C(=O)O ((R)-1-cyclopropyl-8-difluoromethoxy-7-(1-methyl-2,3-dihydro-1H-5-isoindolyl)-4-oxo-1,4-dihydro-3-quinolinecarboxylic acid acetate). Isolated yield 84.1%. RXN SMILES: [CH:1]1([N:4]2[C:13]3[C:8](=[CH:9][CH:10]=[C:11]([C:18]4[CH:19]=[C:20]5[C:24](=[CH:25][CH:26]=4)[C@@H:23]([CH3:27])[NH:22][CH2:21]5)[C:12]=3[O:14][CH:15]([F:17])[F:16])[C:7](=[O:28])[C:6]([C:29]([OH:31])=[O:30])=[CH:5]2)[CH2:3][CH2:2]1>C(O)(=O)C>[C:29]([OH:31])(=[O:30])[CH3:6].[CH:1]1([N:4]2[C:13]3[C:8](=[CH:9][CH:10]=[C:11]([C:18]4[CH:19]=[C:20]5[C:24](=[CH:25][CH:26]=4)[C@@H:23]([CH3:27])[NH:22][CH2:21]5)[C:12]=3[O:14][CH:15]([F:17])[F:16])[C:7](=[O:28])[C:6]([C:29]([OH:31])=[O:30])=[CH:5]2)[CH2:3][CH2:2]1 |f:2.3|. Reported procedure: In 0.75 ml of acetic acid is suspended 0.5 g of (R)-1-cyclopropyl-8-difluoromethoxy-7-(1-methyl-2,3-dihydro-1H-5-isoindolyl)-4-oxo-1,4-dihydro-3-quinolinecarboxylic acid and the suspension is warmed to 80° C. to form a uniform solution. Subsequently, the solution is filtered at the same temperature and then 2.5 ml of ethanol is added to the filtrate, after which the crystals deposited are collected by filtration to obtain 0.24 g of (R)-1-cyclopropyl-8-difluoromethoxy-7-(1-methyl-2,3-dihydro-1H-5... Starting materials: C1(=CC=CC=C1)CCCCCOCC1OC1 (5-phenylpentyloxymethyloxirane), [N-]=[N+]=[N-].[Na+] (sodium azide), CO (methanol), C(=O)OC (methyl formate). RXN SMILES: [C:1]1([CH2:7][CH2:8][CH2:9][CH2:10][CH2:11][O:12][CH2:13][CH:14]2[CH2:16][O:15]2)[CH:6]=[CH:5][CH:4]=[CH:3][CH:2]=1.[N-:17]=[N+:18]=[N-:19].[Na+].CO.C(OC)=O>O>[C:1]1([CH2:7][CH2:8][CH2:9][CH2:10][CH2:11][O:12][CH2:13][CH:14]([OH:15])[CH2:16][N:17]=[N+:18]=[N-:19])[CH:6]=[CH:5][CH:4]=[CH:3][CH:2]=1 |f:1.2|. The product is C1(=CC=CC=C1)CCCCCOCC(CN=[N+]=[N-])O (3-(5-Phenylpentyloxy)-2-hydroxypropylazide). The yield is 94.1%. Run in O (water). Procedure: A procedure similar to that described in Preparation 12 was repeated, except that 4.0 g of 5-phenylpentyloxymethyloxirane (prepared as described in Preparation 49), 5.9 g of sodium azide, 160 ml of an 8:1 by volume mixture of methanol and water and 40 ml of methyl formate were used, to give 4.5 g of the title compound as a pale yellow oil having an Rf value of 0.25 (on silica gel thin layer chromatography, using a 1:4 by volume mixture of ethyl acetate and hexane as the developing solvent).